Task: describe an organic reaction: reactants, conditions, products, and yield. Dataset: the Open Reaction Database (ORD), a public repository of structured organic reaction records Reactants: BrB(Br)Br, COc1cc(C=O)ccc1-c1ccccc1, ClCCl, O. The product is O=Cc1ccc(-c2ccccc2)c(O)c1. RXN SMILES: [B:17]([Br:18])([Br:19])[Br:20].[CH3:1][O:2][c:3]1[cH:4][c:5]([CH:6]=[O:7])[cH:8][cH:9][c:10]1-[c:11]1[cH:12][cH:13][cH:14][cH:15][cH:16]1.[Cl:22][CH2:23][Cl:24].[OH2:21]>>[OH:2][c:3]1[cH:4][c:5]([CH:6]=[O:7])[cH:8][cH:9][c:10]1-[c:11]1[cH:12][cH:13][cH:14][cH:15][cH:16]1. Starting materials: B(Br)(Br)Br (Boron tribromide), COC1=CC=2C(C3=CC=CC=C3OC2C=C1)=O (2-methoxy-9H-xanthen-9-one), ice water. The solvent is ClCCl (dichloromethane). Conditions: time 3 hour. Product: OC1=CC=2C(C3=CC=CC=C3OC2C=C1)=O (2-Hydroxy-9H-xanthen-9-one). Yield: 94.4%. RXN SMILES: B(Br)(Br)Br.C[O:6][C:7]1[CH:20]=[CH:19][C:18]2[O:17][C:16]3[C:11](=[CH:12][CH:13]=[CH:14][CH:15]=3)[C:10](=[O:21])[C:9]=2[CH:8]=1>ClCCl>[OH:6][C:7]1[CH:20]=[CH:19][C:18]2[O:17][C:16]3[C:11](=[CH:12][CH:13]=[CH:14][CH:15]=3)[C:10](=[O:21])[C:9]=2[CH:8]=1. Reported procedure: Boron tribromide (1.0M dichloromethane solution, 50 ml, 50 mmol) was added to a mixture of 2-methoxy-9H-xanthen-9-one (5.66 g, 25.0 mmol) and dichloromethane (50 ml), and the mixture was stirred for 3 hours. The reaction mixture was poured into ice water and the reaction product was extracted with chloroform. The extract was washed with water and saturated sodium chloride aqueous solution in that order, dried over anhydrous magnesium sulfate, and then concentrated under a reduced pressure to giv... The reactants are Oc1ccc(OCCBr)cc1, O=C([O-])[O-], CCOCC, CC#N, Clc1nc2ncccc2s1, Cl, [Cs+], [Cs+]. The product is BrCCOc1ccc(Oc2nc3ncccc3s2)cc1. RXN SMILES: [Br:12][CH2:13][CH2:14][O:15][c:16]1[cH:17][cH:18][c:19]([OH:22])[cH:20][cH:21]1.[C:23](=[O:24])([O-:25])[O-:26].[CH3:29][CH2:30][O:31][CH2:32][CH3:33].[CH3:34][C:35]#[N:36].[Cl:2][c:3]1[s:4][c:5]2[c:6]([n:7][cH:8][cH:9][cH:10]2)[n:11]1.[ClH:1].[Cs+:27].[Cs+:28]>>[c:3]1([O:22][c:19]2[cH:18][cH:17][c:16]([O:15][CH2:14][CH2:13][Br:12])[cH:21][cH:20]2)[s:4][c:5]2[c:6]([n:7][cH:8][cH:9][cH:10]2)[n:11]1. Starting materials: CC#N, C[Si](C)(C)Cl, CC(C)(CCCO)[N+](=O)[O-], [I-], [Na+]. Yields the product CC(C)(CCCI)[N+](=O)[O-]. RXN SMILES: [CH3:18][C:19]#[N:20].[CH3:1][Si:2]([CH3:3])([CH3:4])[Cl:5].[CH3:6][C:7]([CH2:8][CH2:9][CH2:10][OH:11])([CH3:12])[N+:13](=[O:14])[O-:15].[I-:17].[Na+:16]>>[CH3:6][C:7]([CH2:8][CH2:9][CH2:10][I:17])([CH3:12])[N+:13](=[O:14])[O-:15]. Reactants: CC(C)(O)Cn1c(CCC2(C)OCCO2)nc2cnc3ccccc3c21, ClC(Cl)Cl, O=C(OO)c1cccc(Cl)c1. The product is CC(C)(O)Cn1c(CCC2(C)OCCO2)nc2c[n+]([O-])c3ccccc3c21. Reaction SMILES: [CH3:12][C:13]([CH2:14][n:15]1[c:16]([CH2:28][CH2:29][C:30]2([CH3:35])[O:31][CH2:32][CH2:33][O:34]2)[n:17][c:18]2[cH:19][n:20][c:21]3[cH:22][cH:23][cH:24][cH:25][c:26]3[c:27]12)([CH3:36])[OH:37].[CH:38]([Cl:39])([Cl:40])[Cl:41].[OH:1][O:2][C:3]([c:4]1[cH:5][c:6]([Cl:7])[cH:8][cH:9][cH:10]1)=[O:11]>>[O-:1][n+:20]1[cH:19][c:18]2[n:17][c:16]([CH2:28][CH2:29][C:30]3([CH3:35])[O:31][CH2:32][CH2:33][O:34]3)[n:15]([CH2:14][C:13]([CH3:12])([CH3:36])[OH:37])[c:27]2[c:26]2[c:21]1[cH:22][cH:23][cH:24][cH:25]2. The reactants are C1(CCCCC1)N=C=NC1CCCCC1 (dicyclohexylcarbodiimide), CC1([C@@H]([C@@H]1C=C=C)C(=O)O)C ((1R,cis) 2,2-dimethyl-3-(1,2-propadienyl)-cyclopropane-carboxylic acid), C(#N)C(C1=CC(=CC=C1)OC1=CC=CC=C1)O ((RS)α-cyano-3-phenoxy-benzyl alcohol). The reagents and catalysts are CN(C1=CC=NC=C1)C (4-dimethylamino-pyridine). Solvent: C(Cl)Cl (methylene chloride), C(Cl)Cl (methylene chloride). Run at temperature 0 celsius, time 15 minute. Product: benzene-petroleum ether, CC1([C@@H]([C@@H]1C=C=C)C(=O)OC(C1=CC(=CC=C1)OC1=CC=CC=C1)C#N)C ((RS)α-cyano-3-phenoxy-benzyl (1R,cis) 2,2-dimethyl-3-(1,2-propadienyl)-cyclopropane-carboxylate). Yield: 80.5%. Reaction SMILES: C1(N=C=NC2CCCCC2)CCCCC1.[CH3:16][C:17]1([CH3:26])[C@@H:19]([CH:20]=[C:21]=[CH2:22])[C@H:18]1[C:23]([OH:25])=[O:24].[C:27]([CH:29](O)[C:30]1[CH:35]=[CH:34][CH:33]=[C:32]([O:36][C:37]2[CH:42]=[CH:41][CH:40]=[CH:39][CH:38]=2)[CH:31]=1)#[N:28]>C(Cl)Cl.CN(C)C1C=CN=CC=1>[CH3:16][C:17]1([CH3:26])[C@@H:19]([CH:20]=[C:21]=[CH2:22])[C@H:18]1[C:23]([O:25][CH:29]([C:27]#[N:28])[C:30]1[CH:35]=[CH:34][CH:33]=[C:32]([O:36][C:37]2[CH:38]=[CH:39][CH:40]=[CH:41][CH:42]=2)[CH:31]=1)=[O:24]. Reported procedure: 2.06 g of dicyclohexylcarbodiimide were added at 0° C. to a solution of 1.52 g (1R,cis) 2,2-dimethyl-3-(1,2-propadienyl)-cyclopropane-carboxylic acid in 30 ml of methylene chloride followed by the addition of a few crystals of 4-dimethylamino-pyridine after which the mixture was stirred at 0° C. for 15 minutes. A solution of 2.47 g of (RS)α-cyano-3-phenoxy-benzyl alcohol in 10 ml of methylene chloride was added to the mixture which was stirred at 20° C. for 4 hours and was filtered. The filtrate...